From a dataset of the Open Reaction Database (ORD), a public repository of structured organic reaction records. describe an organic reaction: reactants, conditions, products, and yield Reactants: C(C1=CC=CC=C1)(=O)Cl (benzoyl chloride), NC1=NC2=C(N1C1=CC=CC=C1)C=CC=C2 (2-amino-1-phenylbenzimidazole), 4-benzamide, NC1=NC2=C(N1CCCC)C=CC=C2 (2-amino-1-(n-butyl)benzimidazole), N-(4-phenylbenzimidasol-2-yl)-4-benzamide, 4-benzamide, 4-benzamide, N-(5-dodecyloxybenzimidazol-2-yl)-4-benzamide, NC=1NC2=C(N1)C=CC(=C2)OCCCCCCCCCCCC (2-amino-5-dodecyloxybenzimidazole), NC=1NC2=C(N1)C=CC=C2C2=CC=CC=C2 (2-amino-4-phenylbenzimidazole), NC1=NC2=C(N1C(=O)OC)C=CC=C2 (2-amino-1-(methoxycarbonyl)benzimidazole). Yields the product N1=C(NC2=C1C=CC=C2)NC(C2=CC=C(C=C2)C(C)(C)C)=O (N-(Benzimidazol-2-yl)-4-tert-butylbenzamide). Reaction SMILES: [C:1](Cl)(=[O:8])[C:2]1[CH:7]=[CH:6][CH:5]=[CH:4][CH:3]=1.[NH2:10][C:11]1[NH:12][C:13]2[CH:19]=[C:18](OCCCCCCCCCCCC)[CH:17]=[CH:16][C:14]=2[N:15]=1.NC1N[C:36]2[C:42]([C:43]3C=CC=CC=3)=[CH:41]C=CC=2N=1.NC1N(CCCC)C2C=CC=CC=2N=1.NC1N(C2C=CC=CC=2)C2C=CC=CC=2N=1.NC1N(C(OC)=O)C2C=CC=CC=2N=1>>[N:12]1[C:13]2[CH:19]=[CH:18][CH:17]=[CH:16][C:14]=2[NH:15][C:11]=1[NH:10][C:1](=[O:8])[C:2]1[CH:7]=[CH:6][C:5]([C:42]([CH3:43])([CH3:36])[CH3:41])=[CH:4][CH:3]=1. Procedure: Following the above procedure, using as reactants benzoyl chloride and equivalent quantities of 2-amino-5-dodecyloxybenzimidazole, 2-amino-4-phenylbenzimidazole, 2-amino-1-(n-butyl)benzimidazole, 2-amino-1-phenylbenzimidazole, or 2-amino-1-(methoxycarbonyl)benzimidazole, there is obtained as a product, N-(5-dodecyloxybenzimidazol-2-yl)-4-benzamide, N-(4-phenylbenzimidasol-2-yl)-4-benzamide, N-(1-n-butyl) benzimidazol-2-yl)-4-benzamide, N-(1-phenyl)benzimidazol-2-yl)-4-benzamide, or N-(1-methoxyc... Starting materials: ClC1=C(C(=O)NC2=CC=C(C=C2)SC2=NC(=CC(=N2)Cl)NC=2NN=C(C2)C)C=CC=C1 (2-chloro-N-{4-[4-chloro-6-(5-methyl-2H-pyrazol-3-ylamino)-pyrimidin-2-ylsulfanyl]-phenyl}-benzamide), N1CCC1 (azetidine), C(C)(C)N(C(C)C)CC (N,N-diisopropylethylamine). The solvent is C(CCC)O (n-butanol). Conditions: temperature 90 celsius, time 5 hour. The product is N1(CCC1)C1=NC(=NC(=C1)NC=1NN=C(C1)C)SC1=CC=C(C=C1)NC(C1=C(C=CC=C1)Cl)=O (N-{4-[4-Azetidin-1-yl-6-(5-methyl-2H-pyrazol-3-ylamino)-pyrimidin-2-ylsulfanyl]-phenyl}-2-chloro-benzamide). The yield is 56.3%. Reaction SMILES: [Cl:1][C:2]1[CH:31]=[CH:30][CH:29]=[CH:28][C:3]=1[C:4]([NH:6][C:7]1[CH:12]=[CH:11][C:10]([S:13][C:14]2[N:19]=[C:18](Cl)[CH:17]=[C:16]([NH:21][C:22]3[NH:23][N:24]=[C:25]([CH3:27])[CH:26]=3)[N:15]=2)=[CH:9][CH:8]=1)=[O:5].[NH:32]1[CH2:35][CH2:34][CH2:33]1.C(N(CC)C(C)C)(C)C>C(O)CCC>[N:32]1([C:18]2[CH:17]=[C:16]([NH:21][C:22]3[NH:23][N:24]=[C:25]([CH3:27])[CH:26]=3)[N:15]=[C:14]([S:13][C:10]3[CH:9]=[CH:8][C:7]([NH:6][C:4](=[O:5])[C:3]4[CH:28]=[CH:29][CH:30]=[CH:31][C:2]=4[Cl:1])=[CH:12][CH:11]=3)[N:19]=2)[CH2:35][CH2:34][CH2:33]1. Reported procedure: A 500 mL round bottom flask was charged with 2-chloro-N-{4-[4-chloro-6-(5-methyl-2H-pyrazol-3-ylamino)-pyrimidin-2-ylsulfanyl]-phenyl}-benzamide (16.0 g, 34.0 mmol), azetidine (3.87 g, 68.0 mmol), N,N-diisopropylethylamine (13.0 mL, 74.7 mmol) and n-butanol (250 mL). The reaction mixture was stirred at 90° C. for 5 h. The reaction mixture was cooled and concentrated in vacuo. Diethyl ether (200 mL) was added and a light brown solid precipitated. The solution was filtered and the solid recrystall... Starting materials: CCN(CC)CC#CC(=O)O, CN1CCOCC1, CC(C)COC(=O)Cl, N#Cc1cnc2ccc(N)cc2c1Nc1ccc(F)c(Cl)c1, c1ccncc1. Yields the product CCN(CC)CC#CC(=O)Nc1ccc2ncc(C#N)c(Nc3ccc(F)c(Cl)c3)c2c1. RXN SMILES: [CH2:9]([CH3:10])[N:11]([CH2:12][C:13]#[C:14][C:15](=[O:16])[OH:17])[CH2:18][CH3:19].[CH3:20][N:21]1[CH2:22][CH2:23][O:24][CH2:25][CH2:26]1.[Cl:1][C:2]([O:3][CH2:4][CH:5]([CH3:6])[CH3:7])=[O:8].[NH2:27][c:28]1[cH:29][c:30]2[c:31]([NH:40][c:41]3[cH:42][c:43]([Cl:48])[c:44]([F:47])[cH:45][cH:46]3)[c:32]([C:38]#[N:39])[cH:33][n:34][c:35]2[cH:36][cH:37]1.[cH:49]1[cH:50][cH:51][n:52][cH:53][cH:54]1>>[CH2:9]([CH3:10])[N:11]([CH2:12][C:13]#[C:14][C:15](=[O:17])[NH:27][c:28]1[cH:29][c:30]2[c:31]([NH:40][c:41]3[cH:42][c:43]([Cl:48])[c:44]([F:47])[cH:45][cH:46]3)[c:32]([C:38]#[N:39])[cH:33][n:34][c:35]2[cH:36][cH:37]1)[CH2:18][CH3:19]. Starting materials: CC(C)(C)OC(=O)N1CCOC(CN=[N+]=[N-])C1, CCOC(C)=O, ClCCl, Cl, CCCCc1nnc(C(=O)Oc2c(F)c(F)c(F)c(F)c2F)cc1-c1ccc(OC2CCCCC2)cc1, C1COCCO1. The product is CCCCc1nnc(C(=O)N2CCOC(CN=[N+]=[N-])C2)cc1-c1ccc(OC2CCCCC2)cc1. RXN SMILES: [C:1]([O:2][C:6](=[O:7])[N:8]1[CH2:9][CH:10]([CH2:14][N:15]=[N+:16]=[N-:17])[O:11][CH2:12][CH2:13]1)([CH3:3])([CH3:4])[CH3:5].[CH3:65][CH2:66][O:67][C:68](=[O:69])[CH3:70].[Cl:56][CH2:57][Cl:58].[ClH:18].[F:19][c:20]1[c:21]([O:22][C:23](=[O:24])[c:29]2[n:30][n:31][c:32]([CH2:48][CH2:49][CH2:50][CH3:51])[c:33](-[c:35]3[cH:36][cH:37][c:38]([O:41][CH:42]4[CH2:43][CH2:44][CH2:45][CH2:46][CH2:47]4)[cH:39][cH:40]3)[cH:34]2)[c:25]([F:26])[c:27]([F:28])[c:52]([F:53])[c:54]1[F:55].[O:59]1[CH2:60][CH2:61][O:62][CH2:63][CH2:64]1>>[C:6](=[O:7])([N:8]1[CH2:9][CH:10]([CH2:14][N:15]=[N+:16]=[N-:17])[O:11][CH2:12][CH2:13]1)[c:29]1[n:30][n:31][c:32]([CH2:48][CH2:49][CH2:50][CH3:51])[c:33](-[c:35]2[cH:36][cH:37][c:38]([O:41][CH:42]3[CH2:43][CH2:44][CH2:45][CH2:46][CH2:47]3)[cH:39][cH:40]2)[cH:34]1. Yield: 55.0%. Procedure details: The synthesis was carried out analogous to the preparation of 64.1 using 62.2 (0.1 g, 0.32 mmol), cerium chloride (0.44 g, 1.6 mmol) and 63 (0.42 g, 1.6 mmol). Purification by flash column chromatography on silica gel gave pure 64.2 (0.077 mg, 55% yield) as a white solid (m p 98-100° C.). The reactants are O(C1=CC=CC=C1)CCCCCCC(O)C=1OC(=NN1)C (7-Phenoxy-1-(5-methyl-1,3,4-oxadiazol-2-yl)-heptan-1-ol), C(C1=CC=CC=C1)OC1=CC=C(OCCCCCCC=O)C=C1 (7-[4-(Benzyloxy)phenoxy]heptanal), [Cl-].[Ce+3].[Cl-].[Cl-] (cerium chloride), CN1OC=CN1 (2-methyl-oxadiazole). Product: C(C1=CC=CC=C1)OC1=CC=C(OCCCCCCC(O)C=2OC(=NN2)C)C=C1 (7-(4-Benzyloxy-phenoxy)-1-(5-methyl-1,3,4-oxadiazol-2-yl)-heptan-1-ol). As a reaction SMILES: [O:1]([CH2:8][CH2:9][CH2:10][CH2:11][CH2:12][CH2:13][CH:14]([C:16]1[O:17][C:18]([CH3:21])=[N:19][N:20]=1)[OH:15])[C:2]1[CH:7]=[CH:6][CH:5]=[CH:4][CH:3]=1.[CH2:22]([O:29]C1C=CC(OCCCCCCC=O)=CC=1)[C:23]1[CH:28]=[CH:27][CH:26]=[CH:25][CH:24]=1.[Cl-].[Ce+3].[Cl-].[Cl-].CN1NC=CO1>>[CH2:22]([O:29][C:5]1[CH:4]=[CH:3][C:2]([O:1][CH2:8][CH2:9][CH2:10][CH2:11][CH2:12][CH2:13][CH:14]([C:16]2[O:17][C:18]([CH3:21])=[N:19][N:20]=2)[OH:15])=[CH:7][CH:6]=1)[C:23]1[CH:28]=[CH:27][CH:26]=[CH:25][CH:24]=1 |f:2.3.4.5|. Reactants: O=C([O-])[O-], CC(N)Cc1c[nH]c2ccccc12, Clc1cc(N2CCCCC2)nc(Cl)n1, Clc1ccccc1, [K+], [K+]. The product is CC(Cc1c[nH]c2ccccc12)Nc1nc(Cl)cc(N2CCCCC2)n1. As a reaction SMILES: [C:28](=[O:29])([O-:30])[O-:31].[CH3:15][CH:16]([NH2:17])[CH2:18][c:19]1[cH:20][nH:21][c:22]2[cH:23][cH:24][cH:25][cH:26][c:27]12.[Cl:1][c:2]1[n:3][c:4]([N:9]2[CH2:10][CH2:11][CH2:12][CH2:13][CH2:14]2)[cH:5][c:6]([Cl:8])[n:7]1.[Cl:34][c:35]1[cH:36][cH:37][cH:38][cH:39][cH:40]1.[K+:32].[K+:33]>>[c:2]1([NH:17][CH:16]([CH3:15])[CH2:18][c:19]2[cH:20][nH:21][c:22]3[cH:23][cH:24][cH:25][cH:26][c:27]23)[n:3][c:4]([N:9]2[CH2:10][CH2:11][CH2:12][CH2:13][CH2:14]2)[cH:5][c:6]([Cl:8])[n:7]1.